Dataset: the Open Reaction Database (ORD), a public repository of structured organic reaction records. Task: describe an organic reaction: reactants, conditions, products, and yield Starting materials: Cc1ccc2c(C3CCNCC3)c[nH]c2c1, CCO, CS(C)=O, c1cc(OCC2CO2)c2cc[nH]c2c1. The product is Cc1ccc2c(C3CCN(CC(O)COc4cccc5[nH]ccc45)CC3)c[nH]c2c1. Reaction SMILES: [CH3:15][c:16]1[cH:17][cH:18][c:19]2[c:20]([CH:25]3[CH2:26][CH2:27][NH:28][CH2:29][CH2:30]3)[cH:21][nH:22][c:23]2[cH:24]1.[CH3:31][CH2:32][OH:33].[CH3:34][S:35]([CH3:36])=[O:37].[O:1]1[CH:2]([CH2:4][O:5][c:6]2[c:7]3[cH:8][cH:9][nH:10][c:11]3[cH:12][cH:13][cH:14]2)[CH2:3]1>>[OH:1][CH:2]([CH2:3][N:28]1[CH2:27][CH2:26][CH:25]([c:20]2[c:19]3[cH:18][cH:17][c:16]([CH3:15])[cH:24][c:23]3[nH:22][cH:21]2)[CH2:30][CH2:29]1)[CH2:4][O:5][c:6]1[c:7]2[cH:8][cH:9][nH:10][c:11]2[cH:12][cH:13][cH:14]1. Starting materials: FC(CCl)(F)F (1,1,1-trifluorochloroethane), F (hydrogen fluoride). The product is FC(CF)(F)F (1,1,1,2-tetrafluoroethane), FC(=CCl)F (1,1-difluorochloroethylene). Reaction SMILES: [F:1][C:2]([F:6])([F:5])[CH2:3][Cl:4].[FH:7]>>[F:1][C:2]([F:6])([F:5])[CH2:3][F:7].[F:1][C:2]([F:5])=[CH:3][Cl:4]. Procedure: reacting 1,1,1-trifluorochloroethane from the first reaction zone with hydrogen fluoride in the gas phase in the presence of a fluorination catalyst to obtain 1,1,1,2-tetrafluoroethane and by-product 1,1-difluorochloroethylene in the second reaction zone, As a reaction SMILES: [CH3:17][O:18][C:19]([CH:20]([NH:21][CH3:22])[CH2:23][c:24]1[cH:25][cH:26][cH:27][cH:28][cH:29]1)=[O:30].[c:1]1([CH3:16])[cH:2][cH:3][c:4]([S:7](=[O:8])(=[O:9])[N:10]([CH3:11])[CH2:12][C:13](=[O:14])[OH:15])[cH:5][cH:6]1>>[c:1]1([CH3:16])[cH:2][cH:3][c:4]([S:7](=[O:8])(=[O:9])[N:10]([CH3:11])[CH2:12][C:13](=[O:15])[N:21]([CH:20]([C:19]([O:18][CH3:17])=[O:30])[CH2:23][c:24]2[cH:25][cH:26][cH:27][cH:28][cH:29]2)[CH3:22])[cH:5][cH:6]1. The product is COC(=O)C(Cc1ccccc1)N(C)C(=O)CN(C)S(=O)(=O)c1ccc(C)cc1. Starting materials: CNC(Cc1ccccc1)C(=O)OC, Cc1ccc(S(=O)(=O)N(C)CC(=O)O)cc1.